Task: describe an organic reaction: reactants, conditions, products, and yield. Dataset: the Open Reaction Database (ORD), a public repository of structured organic reaction records Starting materials: F[B-](F)(F)F (fluoroborate), C(C1=CC=CC=C1)N1C(CCC1)=N (1-benzyl-2-iminopyrrolidine), ClC=1C=C(C=CC1)N=C=O (m-chlorophenylisocyanate). Solvent: C1=CC=CC=C1 (benzene). Run at time 2 hour. The product is C(C1=CC=CC=C1)N1C(CCC1)=NC(=O)NC1=CC(=CC=C1)Cl (1-(1-benzyl-2 -pyrrolidylidene)-3-(m-chlorophenyl)urea). RXN SMILES: F[B-](F)(F)F.[CH2:6]([N:13]1[CH2:17][CH2:16][CH2:15][C:14]1=[NH:18])[C:7]1[CH:12]=[CH:11][CH:10]=[CH:9][CH:8]=1.[Cl:19][C:20]1[CH:21]=[C:22]([N:26]=[C:27]=[O:28])[CH:23]=[CH:24][CH:25]=1>C1C=CC=CC=1>[CH2:6]([N:13]1[CH2:17][CH2:16][CH2:15][C:14]1=[N:18][C:27]([NH:26][C:22]1[CH:23]=[CH:24][CH:25]=[C:20]([Cl:19])[CH:21]=1)=[O:28])[C:7]1[CH:12]=[CH:11][CH:10]=[CH:9][CH:8]=1. Procedure details: The fluoroborate salt of 1-benzyl-2-iminopyrrolidine (6.55 g.; 0.025 mole) is converted to free base (4.36 g.; 0.025 mole -- assuming 100% conversion) by adding 5 ml. of 50% NaOH to an aqueous slurry of the salt and benzene extraction. After drying over K2CO3, the benzene solution is filtered through diatomaceous earth and 3.84 g. (0.025 mole) of m-chlorophenylisocyanate, dissolved in anhydrous benzene, is added. The reaction mixture is stirred at room temperature for 2 hours and then taken to d... Solvent: CN1C(CCC1)=O (1-methyl-2-pyrrolidone). Product: OC1=NC(=C(C(=N1)O)C(=O)N)O (2,4,6-trihydroxy-5-pyrimidinecarboxamide). Reactants: N1C(=O)NC(=O)CC1=O (barbituric acid), NC(=O)N (urea), O (water). Yield: 96.5%. Reaction SMILES: [NH:1]1[C:8](=[O:9])[CH2:7][C:5](=[O:6])[NH:4][C:2]1=[O:3].[NH2:10][C:11](N)=[O:12].O>CN1CCCC1=O>[OH:3][C:2]1[N:4]=[C:5]([OH:6])[C:7]([C:11]([NH2:10])=[O:12])=[C:8]([OH:9])[N:1]=1. Procedure details: A mixture of 128 grams of barbituric acid and 120 grams of urea in 200 ml of 1-methyl-2-pyrrolidone was heated at 145° for 15 minutes. Hot water was then added to the reaction mixture; a white solid precipitated and was collected by filtration. The precipitate was washed with hot dimethylformamide and dried to give 165 grams of 2,4,6-trihydroxy-5-pyrimidinecarboxamide; mp, >270°. The mass spectrum of the product was consistent with the assigned structure. As a reaction SMILES: [CH3:28][C:29]#[N:30].[Cl:1][c:2]1[c:3]([S:8](=[O:9])(=[O:10])[N:11]=[C:12]=[O:13])[cH:4][cH:5][cH:6][cH:7]1.[NH2:14][c:15]1[n:16][c:17]2[n:18][cH:19][cH:20][n:21][c:22]2[c:23]([N:25]([CH3:26])[CH3:27])[n:24]1>>[Cl:1][c:2]1[c:3]([S:8](=[O:9])(=[O:10])[NH:11][C:12](=[O:13])[NH:14][c:15]2[n:16][c:17]3[n:18][cH:19][cH:20][n:21][c:22]3[c:23]([N:25]([CH3:26])[CH3:27])[n:24]2)[cH:4][cH:5][cH:6][cH:7]1. Starting materials: CC#N, O=C=NS(=O)(=O)c1ccccc1Cl, CN(C)c1nc(N)nc2nccnc12. Yields the product CN(C)c1nc(NC(=O)NS(=O)(=O)c2ccccc2Cl)nc2nccnc12.